From a dataset of the Open Reaction Database (ORD), a public repository of structured organic reaction records. describe an organic reaction: reactants, conditions, products, and yield The reactants are C(C)(C)OC(=O)C=1SC(=C(C1C)O)C(=O)OC(C)C (2,5-bis-(isopropoxycarbonyl)-3-methyl-4-hydroxythiophene), C(CCC)OC(=O)CCCCCN=C=O (butoxycarbonylpentyl isocyanate). Reagents/catalysts: C1CN2CCN1CC2 (triethylene diamine). Solvent: C(C)#N (acetonitrile), C(C)#N (acetonitrile). Product: C(C)(C)OC(=O)C=1SC(=C(C1C)OC(=O)NCCCCCC(=O)OCCCC)C(=O)OC(C)C (2,5-bis-(isopropoxycarbonyl)-3-methyl-4-[5-(butyloxycarbonyl)pentylaminocarbonyloxy]-thiophene). The yield is 93.4%. RXN SMILES: [CH:1]([O:4][C:5]([C:7]1[S:8][C:9]([C:14]([O:16][CH:17]([CH3:19])[CH3:18])=[O:15])=[C:10]([OH:13])[C:11]=1[CH3:12])=[O:6])([CH3:3])[CH3:2].[CH2:20]([O:24][C:25]([CH2:27][CH2:28][CH2:29][CH2:30][CH2:31][N:32]=[C:33]=[O:34])=[O:26])[CH2:21][CH2:22][CH3:23]>C(#N)C.C1N2CCN(CC2)C1>[CH:1]([O:4][C:5]([C:7]1[S:8][C:9]([C:14]([O:16][CH:17]([CH3:19])[CH3:18])=[O:15])=[C:10]([O:13][C:33]([NH:32][CH2:31][CH2:30][CH2:29][CH2:28][CH2:27][C:25]([O:24][CH2:20][CH2:21][CH2:22][CH3:23])=[O:26])=[O:34])[C:11]=1[CH3:12])=[O:6])([CH3:2])[CH3:3]. Procedure details: 10.0 g of 2,5-bis-(isopropoxycarbonyl)-3-methyl-4-hydroxythiophene, 20 ml of anhydrous acetonitrile, 15 g of butoxycarbonylpentyl isocyanate (b.p. 149°-151°/13 millibar) and 100 mg of triethylene diamine are maintained at 100° C. for 18 hours. The mixture is diluted with 20 ml of acetonitrile. To remove the excess butoxycarbonylpentyl isocyanate, the reaction mixture is shaken three times with 50 ml of ligroin in each case. The acetonitrile phase is evaporated in vacuo. The evaporation residue i... The reactants are S(=O)(=O)(C1=CC=C(C)C=C1)N1C=CC=2C(=NC=CC21)C(C)N ((±)-1-(1-tosyl-1H-pyrrolo[3,2-c]pyridin-4-yl)ethanamine), ClC1=NC=CC(=N1)NC1=NNC(=C1)C1CC1 (2-chloro-N-(5-cyclopropyl-1H-pyrazol-3-yl)-pyrimidin-4-amine), CCN(C(C)C)C(C)C (DIPEA). The solvent is CC(C)C(C(C)C)O (2,4-dimethylpentan-3-ol). Conditions: temperature 140 celsius, time 18 hour. Product: C1(CC1)C1=CC(=NN1)NC1=NC(=NC=C1)NC(C)C1=NC=CC2=C1C=CN2S(=O)(=O)C2=CC=C(C)C=C2 ((±)—N4-(5-cyclopropyl-1H-pyrazol-3-yl)-N2-(1-(1-tosyl-1H-pyrrolo[3,2-c]pyridin-4-yl)ethyl)pyrimidine-2,4-diamine). Yield: 51.6%. Reaction SMILES: [S:1]([N:11]1[C:19]2[CH:18]=[CH:17][N:16]=[C:15]([CH:20]([NH2:22])[CH3:21])[C:14]=2[CH:13]=[CH:12]1)([C:4]1[CH:10]=[CH:9][C:7]([CH3:8])=[CH:6][CH:5]=1)(=[O:3])=[O:2].Cl[C:24]1[N:29]=[C:28]([NH:30][C:31]2[CH:35]=[C:34]([CH:36]3[CH2:38][CH2:37]3)[NH:33][N:32]=2)[CH:27]=[CH:26][N:25]=1.CCN(C(C)C)C(C)C>CC(C(O)C(C)C)C>[CH:36]1([C:34]2[NH:33][N:32]=[C:31]([NH:30][C:28]3[CH:27]=[CH:26][N:25]=[C:24]([NH:22][CH:20]([C:15]4[C:14]5[CH:13]=[CH:12][N:11]([S:1]([C:4]6[CH:5]=[CH:6][C:7]([CH3:8])=[CH:9][CH:10]=6)(=[O:3])=[O:2])[C:19]=5[CH:18]=[CH:17][N:16]=4)[CH3:21])[N:29]=3)[CH:35]=2)[CH2:38][CH2:37]1. Procedure: A mixture of (±)-1-(1-tosyl-1H-pyrrolo[3,2-c]pyridin-4-yl)ethanamine (referential example 11) (800 mg, 2.54 mmol), 2-chloro-N-(5-cyclopropyl-1H-pyrazol-3-yl)-pyrimidin-4-amine (500 mg, 2.12 mmol), and DIPEA (820 mg, 6.36 mmol) in 2,4-dimethylpentan-3-ol (10 mL) in a sealed tube under nitrogen was stirred at 140° C. for 18 h. The crude product was purified by preparative HPLC to afford 563 mg (51.7%) of (±)—N4-(5-cyclopropyl-1H-pyrazol-3-yl)-N2-(1-(1-tosyl-1H-pyrrolo[3,2-c]pyridin-4-yl)ethyl)pyri... The reactants are Brc1c[nH]cn1, O=c1ccc2c(Br)nccc2[nH]1, CN1CCCC1=O, CN(C)C=O, [Na+], [OH-], O. The product is O=c1ccc2c(-n3cnc(Br)c3)nccc2[nH]1. Reaction SMILES: [Br:13][c:14]1[n:15][cH:16][nH:17][cH:18]1.[Br:1][c:2]1[c:3]2[cH:4][cH:5][c:6](=[O:12])[nH:7][c:8]2[cH:9][cH:10][n:11]1.[CH3:19][N:20]1[CH2:21][CH2:22][CH2:23][C:24]1=[O:25].[CH3:26][N:27]([CH3:28])[CH:29]=[O:30].[Na+:33].[OH-:32].[OH2:31]>>[c:2]1(-[n:17]2[cH:16][n:15][c:14]([Br:13])[cH:18]2)[c:3]2[cH:4][cH:5][c:6](=[O:12])[nH:7][c:8]2[cH:9][cH:10][n:11]1. The reactants are CC1=NOC(=N1)C1=CC=C(C=C1)N1N=C2CCN(CCC2=C1)C(=O)OC(C)(C)C (1,1-dimethylethyl 2-[4-(3-methyl-1,2,4-oxadiazol-5-yl)phenyl]-4,5,7,8-tetrahydropyrazolo[3,4-d]azepine-6(2H)-carboxylate), FC(C(=O)O)(F)F (trifluoroacetic acid). Run in CO (methanol), ClCCl (dichloromethane). Conditions: time 30 minute. Yields the product CC1=NOC(=N1)C1=CC=C(C=C1)N1N=C2CCNCCC2=C1 (2-[4-(3-Methyl-1,2,4-oxadiazol-5-yl)phenyl]-2,4,5,6,7,8-hexahydropyrazolo[3,4-d]azepine). RXN SMILES: [CH3:1][C:2]1[N:6]=[C:5]([C:7]2[CH:12]=[CH:11][C:10]([N:13]3[CH:22]=[C:21]4[C:15]([CH2:16][CH2:17][N:18](C(OC(C)(C)C)=O)[CH2:19][CH2:20]4)=[N:14]3)=[CH:9][CH:8]=2)[O:4][N:3]=1.FC(F)(F)C(O)=O>ClCCl.CO>[CH3:1][C:2]1[N:6]=[C:5]([C:7]2[CH:12]=[CH:11][C:10]([N:13]3[CH:22]=[C:21]4[C:15]([CH2:16][CH2:17][NH:18][CH2:19][CH2:20]4)=[N:14]3)=[CH:9][CH:8]=2)[O:4][N:3]=1. Reported procedure: To a solution of 1,1-dimethylethyl 2-[4-(3-methyl-1,2,4-oxadiazol-5-yl)phenyl]-4,5,7,8-tetrahydropyrazolo[3,4-d]azepine-6(2H)-carboxylate (may be prepared as described in Description 34) (159 mg, 0.40 mmol) in dichloromethane (12 ml) was added trifluoroacetic acid (6 ml). The resulting mixture was stirred at room temperature for 30 minutes and then diluted with methanol. Reaction was purified by SCX, eluting with methanol and then 2M ammonia/methanol. The basic fractions were combined and the so... The reactants are O=C([O-])[O-], CN(C)C=O, FC(F)(F)c1cnc(CCl)c(Cl)c1, [K+], [K+], O=C1c2ccccc2C(=O)N1O. Yields the product O=C1NC(=O)c2ccccc21. RXN SMILES: [C:13](=[O:14])([O-:15])[O-:16].[CH3:32][N:33]([CH3:34])[CH:35]=[O:36].[Cl:19][c:20]1[c:21]([CH2:22][Cl:23])[n:24][cH:25][c:26]([C:27]([F:28])([F:29])[F:30])[cH:31]1.[K+:17].[K+:18].[OH:1][N:2]1[C:3](=[O:12])[c:4]2[c:5]([cH:8][cH:9][cH:10][cH:11]2)[C:6]1=[O:7]>>[NH:2]1[C:3](=[O:12])[c:4]2[c:5]([cH:8][cH:9][cH:10][cH:11]2)[C:6]1=[O:7]. Reactants: OC1=C(C=C(C=C1)O)C(=NO)C1=CC=C(C=C1)O ((2,5-dihydroxyphenyl)(4-hydroxyphenyl)methanone oxime), C1(=CC=CC=C1)P(C1=CC=CC=C1)C1=CC=CC=C1 (triphenylphosphine), CCOC(=O)/N=N/C(=O)OCC (diethylazodicarboxylate). The solvent is C1CCOC1 (THF). Yields the product OC1=CC=C(C=C1)C1=NOC2=C1C=C(C=C2)O (3-(4-Hydroxyphenyl)-1,2-benzisoxazol-5-ol). Yield: 4.8%. As a reaction SMILES: O[C:2]1[CH:7]=[CH:6][C:5]([OH:8])=[CH:4][C:3]=1[C:9]([C:12]1[CH:17]=[CH:16][C:15]([OH:18])=[CH:14][CH:13]=1)=[N:10][OH:11].C1(P(C2C=CC=CC=2)C2C=CC=CC=2)C=CC=CC=1.CCOC(/N=N/C(OCC)=O)=O>C1COCC1>[OH:18][C:15]1[CH:16]=[CH:17][C:12]([C:9]2[C:3]3[CH:4]=[C:5]([OH:8])[CH:6]=[CH:7][C:2]=3[O:11][N:10]=2)=[CH:13][CH:14]=1. Reported procedure: A mixture of (2,5-dihydroxyphenyl)(4-hydroxyphenyl)methanone (1.0 g, 4.3 mmol), hydroxylamine hydrochloride (2.0 g, 29 mmol), pyridine (5 mL) and EtOH (30 mL) was heated to reflux. After stirring for 4 h, the reaction was cooled, poured into 2N HCl and extracted with EtOAc. The organic layer was dried over MgSO4, and concentrated to give a yellow foam (0.92 g, 87% yield). The product, (2,5-dihydroxyphenyl)(4-hydroxyphenyl)methanone oxime (0.9 g, 3.7 mmol) was taken in THF (25 mL) and triphenylph... Starting materials: ClCCl, CC(=O)O, C(=NC1CCCCC1)=NC1CCCCC1, N, CC(C(=O)O)c1ccc2c(c1)CCc1cccnc1O2. Yields the product CC(C(N)=O)c1ccc2c(c1)CCc1cccnc1O2. Reaction SMILES: [CH2:1]([Cl:2])[Cl:3].[CH3:40][C:41](=[O:42])[OH:43].[CH:24]1([N:30]=[C:25]=[N:26][CH:27]2[CH2:28][CH2:29][CH2:31][CH2:32][CH2:33]2)[CH2:34][CH2:35][CH2:36][CH2:37][CH2:38]1.[NH3:39].[n:4]1[cH:5][cH:6][cH:7][c:8]2[c:14]1[O:13][c:12]1[c:11]([cH:18][c:17]([CH:19]([C:20](=[O:21])[OH:22])[CH3:23])[cH:16][cH:15]1)[CH2:10][CH2:9]2>>[n:4]1[cH:5][cH:6][cH:7][c:8]2[c:14]1[O:13][c:12]1[c:11]([cH:18][c:17]([CH:19]([C:20](=[O:21])[NH2:30])[CH3:23])[cH:16][cH:15]1)[CH2:10][CH2:9]2. The reactants are CC1CCCCC1, Cc1ccccc1, ClCc1ccccc1, Cl, Cc1cc(O)c(S)c(=O)o1, c1ccncc1. Yields the product Cc1cc(O)c(SCc2ccccc2)c(=O)o1. RXN SMILES: [CH3:20][CH:21]1[CH2:22][CH2:23][CH2:24][CH2:25][CH2:26]1.[CH3:27][c:28]1[cH:29][cH:30][cH:31][cH:32][cH:33]1.[Cl:11][CH2:12][c:13]1[cH:14][cH:15][cH:16][cH:17][cH:18]1.[ClH:19].[OH:1][c:2]1[c:3]([SH:10])[c:4](=[O:9])[o:5][c:6]([CH3:8])[cH:7]1.[cH:34]1[cH:35][cH:36][n:37][cH:38][cH:39]1>>[OH:1][c:2]1[c:3]([S:10][CH2:12][c:13]2[cH:14][cH:15][cH:16][cH:17][cH:18]2)[c:4](=[O:9])[o:5][c:6]([CH3:8])[cH:7]1. Reactants: CCNCC, CCNCC, Cl, O=[N+]([O-])c1ccccc1S(=O)(=O)Cl, C1CCOC1. Product: CCN(CC)S(=O)(=O)c1ccccc1[N+](=O)[O-]. As a reaction SMILES: [CH2:14]([CH3:15])[NH:16][CH2:17][CH3:18].[CH2:20]([NH:21][CH2:22][CH3:23])[CH3:24].[ClH:19].[N+:1](=[O:2])([O-:3])[c:4]1[c:5]([S:10](=[O:11])(=[O:12])[Cl:13])[cH:6][cH:7][cH:8][cH:9]1.[O:25]1[CH2:26][CH2:27][CH2:28][CH2:29]1>>[N+:1](=[O:2])([O-:3])[c:4]1[c:5]([S:10](=[O:11])(=[O:12])[N:16]([CH2:14][CH3:15])[CH2:17][CH3:18])[cH:6][cH:7][cH:8][cH:9]1.